This data is from the Open Reaction Database (ORD), a public repository of structured organic reaction records. The task is: describe an organic reaction: reactants, conditions, products, and yield The reactants are CC(C)N1CCC(Oc2ccc3[nH]c(C(=O)N4CCNCC4)cc3c2)CC1, COC(=O)Cl, Cl, Cl. Reaction SMILES: [CH:3]([CH3:4])([CH3:5])[N:6]1[CH2:7][CH2:8][CH:9]([O:12][c:13]2[cH:14][c:15]3[cH:16][c:17]([C:22](=[O:23])[N:24]4[CH2:25][CH2:26][NH:27][CH2:28][CH2:29]4)[nH:18][c:19]3[cH:20][cH:21]2)[CH2:10][CH2:11]1.[Cl:30][C:31](=[O:32])[O:33][CH3:34].[ClH:1].[ClH:2]>>[CH:3]([CH3:4])([CH3:5])[N:6]1[CH2:7][CH2:8][CH:9]([O:12][c:13]2[cH:14][c:15]3[cH:16][c:17]([C:22](=[O:23])[N:24]4[CH2:25][CH2:26][N:27]([C:31](=[O:32])[O:33][CH3:34])[CH2:28][CH2:29]4)[nH:18][c:19]3[cH:20][cH:21]2)[CH2:10][CH2:11]1. The product is COC(=O)N1CCN(C(=O)c2cc3cc(OC4CCN(C(C)C)CC4)ccc3[nH]2)CC1. The reactants are C(CCC)C1=NC2=C(N1)C(C(=C(C2=O)C)C)=O (2-n-butyl-5,6-dimethyl-1H-benzimidazol-4,7-dione), C(C)(C)(C)OC(=O)C1=C(C=CC=C1)C1=CC=C(C=C1)CBr ((2'-t-butoxycarbonylbiphenyl-4-yl)methyl bromide), [Cl-].[NH4+] (ammonium chloride), [H-].[Na+] (sodium hydride). Run in CN(C=O)C (dimehtylformarnide), CN(C=O)C (dimethylformamide). Conditions: temperature 0 celsius, time 30 minute. Product: C(C)(C)(C)OC(=O)C1=C(C=CC=C1)C1=CC=C(C=C1)CN1C(=NC2=C1C(C(=C(C2=O)C)C)=O)CCCC (1-[(2'-t-butoxycarbonylbiphenyl-4-yl)methyl]-2-n-butyl-5,6-dimethyl-1H-benzimidazol-4,7-dione), material. Isolated yield 58.0%. Reaction SMILES: [CH2:1]([C:5]1[NH:9][C:8]2[C:10](=[O:17])[C:11]([CH3:16])=[C:12]([CH3:15])[C:13](=[O:14])[C:7]=2[N:6]=1)[CH2:2][CH2:3][CH3:4].[H-].[Na+].[C:20]([O:24][C:25]([C:27]1[CH:32]=[CH:31][CH:30]=[CH:29][C:28]=1[C:33]1[CH:38]=[CH:37][C:36]([CH2:39]Br)=[CH:35][CH:34]=1)=[O:26])([CH3:23])([CH3:22])[CH3:21].[Cl-].[NH4+]>CN(C)C=O>[C:20]([O:24][C:25]([C:27]1[CH:32]=[CH:31][CH:30]=[CH:29][C:28]=1[C:33]1[CH:38]=[CH:37][C:36]([CH2:39][N:9]2[C:8]3[C:10](=[O:17])[C:11]([CH3:16])=[C:12]([CH3:15])[C:13](=[O:14])[C:7]=3[N:6]=[C:5]2[CH2:1][CH2:2][CH2:3][CH3:4])=[CH:35][CH:34]=1)=[O:26])([CH3:23])([CH3:22])[CH3:21] |f:1.2,4.5|. Procedure details: 340 mg (1.5 mmol) Of the benzimidazol-4,7-dione was dissolved in 15 ml of dimehtylformarnide, and this was cooled to 0° C. After 65 mg (1.6 mmol) of 60% sodium hydride was added and the mixture was stirred for 30 min. A solution of 503 mg (1.5 mmol) of (2'-t-butoxycarbonylbiphenyl-4-yl)methyl bromide in 2 ml of dimethylformamide was added dropwise and the mixture was stirred for 1 hour. To the reaction mixture was added an aqueous saturated solution of ammonium chloride, and this was extracted w... Reactants: O=C(NCc1cn(-c2ccccc2Cl)c2cc(Cl)ccc2c1=O)c1ccc(Br)nc1, CC1(C)OB(c2cn[nH]c2)OC1(C)C, [K+], [K+], [K+], CN(C)C=O, O, O, O=P([O-])([O-])[O-]. Product: O=C(NCc1cn(-c2ccccc2Cl)c2cc(Cl)ccc2c1=O)c1ccc(-c2cn[nH]c2)nc1. As a reaction SMILES: [Br:24][c:25]1[n:26][cH:27][c:28]([C:29](=[O:30])[NH:31][CH2:32][c:33]2[cH:34][n:35](-[c:45]3[c:46]([Cl:51])[cH:47][cH:48][cH:49][cH:50]3)[c:36]3[cH:37][c:38]([Cl:44])[cH:39][cH:40][c:41]3[c:42]2=[O:43])[cH:52][cH:53]1.[CH3:1][C:2]1([CH3:3])[C:4]([CH3:5])([CH3:6])[O:7][B:8]([c:9]2[cH:10][n:11][nH:12][cH:13]2)[O:14]1.[K+:20].[K+:21].[K+:22].[O:55]=[CH:56][N:57]([CH3:58])[CH3:59].[OH2:23].[OH2:54].[P:15]([O-:16])([O-:17])([O-:18])=[O:19]>>[c:9]1(-[c:25]2[n:26][cH:27][c:28]([C:29](=[O:30])[NH:31][CH2:32][c:33]3[cH:34][n:35](-[c:45]4[c:46]([Cl:51])[cH:47][cH:48][cH:49][cH:50]4)[c:36]4[cH:37][c:38]([Cl:44])[cH:39][cH:40][c:41]4[c:42]3=[O:43])[cH:52][cH:53]2)[cH:10][nH:11][n:12][cH:13]1. Starting materials: CCCCCNc1c(F)cc(F)c2oc(-c3ccc(N(CCCN(C)C)C(C)=O)c(F)c3)cc(=O)c12, [Na+], [OH-], O, O=S(=O)(O)O. Product: CCCCCNc1c(F)cc(F)c2oc(-c3ccc(NCCCN(C)C)c(F)c3)cc(=O)c12. RXN SMILES: [C:6](=[O:7])([CH3:8])[N:9]([CH2:10][CH2:11][CH2:12][N:13]([CH3:14])[CH3:15])[c:16]1[c:17]([F:41])[cH:18][c:19](-[c:22]2[o:23][c:24]3[c:25]([c:26](=[O:28])[cH:27]2)[c:29]([NH:35][CH2:36][CH2:37][CH2:38][CH2:39][CH3:40])[c:30]([F:34])[cH:31][c:32]3[F:33])[cH:20][cH:21]1.[Na+:43].[OH-:42].[OH2:44].[S:1](=[O:2])(=[O:3])([OH:4])[OH:5]>>[NH:9]([CH2:10][CH2:11][CH2:12][N:13]([CH3:14])[CH3:15])[c:16]1[c:17]([F:41])[cH:18][c:19](-[c:22]2[o:23][c:24]3[c:25]([c:26](=[O:28])[cH:27]2)[c:29]([NH:35][CH2:36][CH2:37][CH2:38][CH2:39][CH3:40])[c:30]([F:34])[cH:31][c:32]3[F:33])[cH:20][cH:21]1.